Dataset: the Open Reaction Database (ORD), a public repository of structured organic reaction records. Task: describe an organic reaction: reactants, conditions, products, and yield Reactants: FC(F)(F)S(=O)(=O)OCP(=O)(OC)OC (dimethylphosphonomethyl trifluoromethylsulfonate), COC([C@H](C(CC1=CC=C(C=C1)C1=CC=CC=C1)C(=O)OC(C)(C)C)N)=O ((S)-3-t-Butoxycarbonyl-amino-4-(biphenyl-4-yl)-butyric acid methyl ester), FC(C(=O)O)(F)F (trifluoroacetic acid), C(C)(C)N(CC)C(C)C (Diisopropyl ethylamine). The solvent is C(C)(=O)OCC (Ethyl acetate), C(Cl)Cl (methylene chloride). Reaction conditions: time 18 hour. Product: COC(C[C@H](CC1=CC=C(C=C1)C1=CC=CC=C1)NCP(=O)(OC)OC)=O ((S)-4-(biphenyl-4-yl)-3-[(dimethylphosphonomethyl)-amino]-butyric acid methyl ester). As a reaction SMILES: [CH3:1][O:2][C:3](=[O:27])[C@@H:4](N)[CH:5](C(OC(C)(C)C)=O)[CH2:6][C:7]1[CH:12]=[CH:11][C:10]([C:13]2[CH:18]=[CH:17][CH:16]=[CH:15][CH:14]=2)=[CH:9][CH:8]=1.FC(F)(F)C(O)=O.C([N:38]([CH:41](C)C)CC)(C)C.FC(S(OC[P:53]([O:57][CH3:58])([O:55][CH3:56])=[O:54])(=O)=O)(F)F>C(OCC)(=O)C.C(Cl)Cl>[CH3:1][O:2][C:3](=[O:27])[CH2:4][C@@H:5]([NH:38][CH2:41][P:53]([O:57][CH3:58])([O:55][CH3:56])=[O:54])[CH2:6][C:7]1[CH:8]=[CH:9][C:10]([C:13]2[CH:14]=[CH:15][CH:16]=[CH:17][CH:18]=2)=[CH:11][CH:12]=1. Reported procedure: (S)-3-t-Butoxycarbonyl-amino-4-(biphenyl-4-yl)-butyric acid methyl ester (716 mg, 2 mmol) is stirred for 1 hour in a 1/1 mixture of trifluoroacetic acid and methylene chloride (5 mL). Ethyl acetate (20 mL) is added and the solution is washed with saturated sodium bicarbonate (20 mL). The organic layer is separated, dried over anhydrous sodium sulfate, filtered and concentrated in vacuo. The residue is dissolved in methylene chloride (10 mL) and cooled to 0° under nitrogen. Diisopropyl ethylamine... Starting materials: FC(C(=O)O)(F)F (trifluoroacetic acid), C(C)(C)(C)OC(=O)NCC(C(=O)OC)CC=C (N-(t-butyloxycarbonyl)-2-(2-propenyl)-β-alanine, methyl ester), [OH-].[Na+] (sodium hydroxide). Run in C(Cl)Cl (methylene chloride). Run at time 3 hour. Product: C(C=C)C(CN)C(=O)OC (2-(2-Propenyl)-β-alanine, methyl ester). Isolated yield 121.5%. RXN SMILES: C(OC([NH:8][CH2:9][CH:10]([CH2:15][CH:16]=[CH2:17])[C:11]([O:13][CH3:14])=[O:12])=O)(C)(C)C.FC(F)(F)C(O)=O.[OH-].[Na+]>C(Cl)Cl>[CH2:15]([CH:10]([C:11]([O:13][CH3:14])=[O:12])[CH2:9][NH2:8])[CH:16]=[CH2:17] |f:2.3|. Procedure details: Dissolve N-(t-butyloxycarbonyl)-2-(2-propenyl)-β-alanine, methyl ester (5.6 g, 23.0 mmol) in methylene chloride (25 mL) and treat with trifluoroacetic acid (15 mL). Stir for three hours and remove the volatiles in vacuo. Treat the residue with water, make basic with sodium hydroxide (1.0 g, 25 mmol) and extract with ethyl acetate. Separate the organic phase and dry (Na2SO4). Evaporate to give 4.0 g of the title compound as an oil in ethyl acetate. The reactants are CCc1cccc(CC)c1-c1cc2c(Br)cn(-c3ccc(C(C)C)cc3)c2cn1, C=C[Sn](CCCC)(CCCC)CCCC, [F-], [K+], CN(C)C=O, c1ccc(P(c2ccccc2)(c2ccccc2)[Pd](P(c2ccccc2)(c2ccccc2)c2ccccc2)(P(c2ccccc2)(c2ccccc2)c2ccccc2)P(c2ccccc2)(c2ccccc2)c2ccccc2)cc1. The product is C=Cc1cn(-c2ccc(C(C)C)cc2)c2cnc(-c3c(CC)cccc3CC)cc12. RXN SMILES: [Br:1][c:2]1[cH:3][n:4](-[c:21]2[cH:22][cH:23][c:24]([CH:27]([CH3:28])[CH3:29])[cH:25][cH:26]2)[c:5]2[cH:6][n:7][c:8](-[c:11]3[c:12]([CH2:19][CH3:20])[cH:13][cH:14][cH:15][c:16]3[CH2:17][CH3:18])[cH:9][c:10]12.[CH2:30]([CH2:31][CH2:43][CH3:44])[Sn:32]([CH2:33][CH2:34][CH2:35][CH3:36])([CH2:37][CH2:38][CH2:39][CH3:40])[CH:41]=[CH2:42].[F-:45].[K+:46].[O:124]=[CH:125][N:126]([CH3:127])[CH3:128].[cH:47]1[cH:48][cH:49][c:50]([P:51]([Pd:52]([P:53]([c:54]2[cH:55][cH:56][cH:57][cH:58][cH:59]2)([c:60]2[cH:61][cH:62][cH:63][cH:64][cH:65]2)[c:66]2[cH:67][cH:68][cH:69][cH:70][cH:71]2)([P:72]([c:73]2[cH:74][cH:75][cH:76][cH:77][cH:78]2)([c:79]2[cH:80][cH:81][cH:82][cH:83][cH:84]2)[c:85]2[cH:86][cH:87][cH:88][cH:89][cH:90]2)[P:91]([c:92]2[cH:93][cH:94][cH:95][cH:96][cH:97]2)([c:98]2[cH:99][cH:100][cH:101][cH:102][cH:103]2)[c:104]2[cH:105][cH:106][cH:107][cH:108][cH:109]2)([c:110]2[cH:111][cH:112][cH:113][cH:114][cH:115]2)[c:116]2[cH:117][cH:118][cH:119][cH:120][cH:121]2)[cH:122][cH:123]1>>[c:2]1([CH:30]=[CH2:31])[cH:3][n:4](-[c:21]2[cH:22][cH:23][c:24]([CH:27]([CH3:28])[CH3:29])[cH:25][cH:26]2)[c:5]2[cH:6][n:7][c:8](-[c:11]3[c:12]([CH2:19][CH3:20])[cH:13][cH:14][cH:15][c:16]3[CH2:17][CH3:18])[cH:9][c:10]12. The reactants are O=C([O-])O, CO, O=C(O)Cc1cc(C(F)(F)F)cc(C(F)(F)F)c1, [Na+], O=S(=O)(O)O. The product is COC(=O)Cc1cc(C(F)(F)F)cc(C(F)(F)F)c1. RXN SMILES: [C:24](=[O:25])([O-:26])[OH:27].[CH3:29][OH:30].[F:1][C:2]([c:3]1[cH:4][c:5]([CH2:13][C:14](=[O:15])[OH:16])[cH:6][c:7]([C:9]([F:10])([F:11])[F:12])[cH:8]1)([F:17])[F:18].[Na+:28].[S:19](=[O:20])(=[O:21])([OH:22])[OH:23]>>[F:1][C:2]([c:3]1[cH:4][c:5]([CH2:13][C:14](=[O:15])[O:16][CH3:24])[cH:6][c:7]([C:9]([F:10])([F:11])[F:12])[cH:8]1)([F:17])[F:18]. Starting materials: COC1=CC=C(C=N1)COC1=C(C=CC2=CC=CC=C12)C(=O)O (1-[6-methoxy-pyridin-3-ylmethoxy]-naphthalene-2-carboxylic acid), ON1N=NC2=C1C=CC=C2 (1-hydroxybenzotriazole), C(C)(C)N(C(C)C)CC (N,N-diisopropylethylamine), Cl.COC(C(N)(C)C)=O (2,2-dimethylglycine methyl ester hydrochloride), C(C)(C)N(C(C)C)CC (N,N-diisopropylethylamine), Cl (HCl). Solvent: CN(C)C=O (DMF), O (water). Conditions: time 30 minute. The product is COC(C(C)(C)NC(=O)C1=C(C2=CC=CC=C2C=C1)OCC=1C=NC(=CC1)OC)=O (2-{[1-(6-methoxy-pyridin-3-ylmethoxy)-naphthalene-2-carbonyl]-amino}-2-methyl-propionic acid methyl ester). As a reaction SMILES: [CH3:1][O:2][C:3]1[N:8]=[CH:7][C:6]([CH2:9][O:10][C:11]2[C:20]3[C:15](=[CH:16][CH:17]=[CH:18][CH:19]=3)[CH:14]=[CH:13][C:12]=2[C:21](O)=[O:22])=[CH:5][CH:4]=1.ON1C2C=CC=CC=2N=N1.C(N(CC)C(C)C)(C)C.Cl.[CH3:44][O:45][C:46](=[O:51])[C:47]([CH3:50])([CH3:49])[NH2:48].Cl>O.CN(C=O)C>[CH3:44][O:45][C:46](=[O:51])[C:47]([NH:48][C:21]([C:12]1[CH:13]=[CH:14][C:15]2[C:20](=[CH:19][CH:18]=[CH:17][CH:16]=2)[C:11]=1[O:10][CH2:9][C:6]1[CH:7]=[N:8][C:3]([O:2][CH3:1])=[CH:4][CH:5]=1)=[O:22])([CH3:50])[CH3:49] |f:3.4|. Procedure: At 0° C. to 150 mg 1-[6-methoxy-pyridin-3-ylmethoxy]-naphthalene-2-carboxylic acid in 2 mL of abs. DMF 130 mg EDC, 72 mg 1-hydroxybenzotriazole and 81 mg N,N-diisopropylethylamine were added. After 30 min at 0° C. 89 mg of 2,2-dimethylglycine methyl ester hydrochloride and 81 mg N,N-diisopropylethylamine were added. The mixture was stirred for 1 h at room temperature. The mixture was poured into cold water, acidified to pH 3 with 2 M HCl, extracted with ethyl acetate twice, washed with sat. sodi... Reactants: CC(C)n1ncnc1-c1cn2c(n1)-c1cnc(O)cc1OCC2, CCN(C(C)C)C(C)C, Cl, OC1CNC1. The product is CC(C)n1ncnc1-c1cn2c(n1)-c1cnc(N3CC(O)C3)cc1OCC2. As a reaction SMILES: [CH:1]([CH3:2])([CH3:3])[n:4]1[n:5][cH:6][n:7][c:8]1-[c:9]1[cH:10][n:11]2[c:17]([n:18]1)-[c:16]1[c:15]([cH:22][c:21]([OH:23])[n:20][cH:19]1)[O:14][CH2:13][CH2:12]2.[CH:30]([N:31]([CH2:32][CH3:33])[CH:34]([CH3:35])[CH3:36])([CH3:37])[CH3:38].[ClH:24].[OH:25][CH:26]1[CH2:27][NH:28][CH2:29]1>>[CH:1]([CH3:2])([CH3:3])[n:4]1[n:5][cH:6][n:7][c:8]1-[c:9]1[cH:10][n:11]2[c:17]([n:18]1)-[c:16]1[c:15]([cH:22][c:21]([N:28]3[CH2:27][CH:26]([OH:25])[CH2:29]3)[n:20][cH:19]1)[O:14][CH2:13][CH2:12]2.